Dataset: the Open Reaction Database (ORD), a public repository of structured organic reaction records. Task: describe an organic reaction: reactants, conditions, products, and yield Reactants: C(C)C12C(CCCC=3C=C4N(N=CC4=CC31)C3=CC=C(C=C3)F)=CC(CC2)=O (12b-Ethyl-9-(4-fluorophenyl)-1,2,6,7,9,12b-hexahydro-5H-9,10-diaza-benzo[3,4]cyclohepta[1,2-f]inden-3-one). The reagents and catalysts are [OH-].[OH-].[Pd+2] (Pd(OH)2 on carbon). Solvent: C1(=CC=CC=C1)C (toluene). Conditions: time 12 hour. Yields the product C(C)[C@]12[C@@H](CCCC=3C=C4N(N=CC4=CC31)C3=CC=C(C=C3)F)CC(CC2)=O.C(C)[C@@]23[C@H](CCCC=1C=C4N(N=CC4=CC12)C1=CC=C(C=C1)F)CC(CC3)=O ((4aR,12bR)-12b-ethyl-9-(4-fluorophenyl)-1,2,4a,5,6,7,9,12b-octahydro-4H-9,10-diaza-benzo[3,4]cyclohepta[1,2-f]inden-3-one; compound with (4aS,12bS)-12b-ethyl-9-(4-fluoro-phenyl)-1,2,4a,5,6,7,9,12b-octahydro-4H-9,10-diaza-benzo[3,4]cyclohepta[1,2-f]inden-3-one). Yield: 41.4%. As a reaction SMILES: [CH2:1]([C:3]12[CH2:27][CH2:26][C:25](=[O:28])[CH:24]=[C:4]1[CH2:5][CH2:6][CH2:7][C:8]1[CH:9]=[C:10]3[C:14](=[CH:15][C:16]=12)[CH:13]=[N:12][N:11]3[C:17]1[CH:22]=[CH:21][C:20]([F:23])=[CH:19][CH:18]=1)[CH3:2]>C1(C)C=CC=CC=1.[OH-].[OH-].[Pd+2]>[CH2:1]([C@:3]12[CH2:27][CH2:26][C:25](=[O:28])[CH2:24][C@@H:4]1[CH2:5][CH2:6][CH2:7][C:8]1[CH:9]=[C:10]3[C:14](=[CH:15][C:16]=12)[CH:13]=[N:12][N:11]3[C:17]1[CH:18]=[CH:19][C:20]([F:23])=[CH:21][CH:22]=1)[CH3:2].[CH2:1]([C@@:3]12[CH2:27][CH2:26][C:25](=[O:28])[CH2:24][C@H:4]1[CH2:5][CH2:6][CH2:7][C:8]1[CH:9]=[C:10]3[C:14](=[CH:15][C:16]=12)[CH:13]=[N:12][N:11]3[C:17]1[CH:18]=[CH:19][C:20]([F:23])=[CH:21][CH:22]=1)[CH3:2] |f:2.3.4,5.6|. Reported procedure: A solution of (12b-ethyl-9-(4-fluorophenyl)-1,2,6,7,9,12b-hexahydro-5H-9,10-diaza-benzo[3,4]cyclohepta[1,2-f]inden-3-one (8, R1=4-Fluorophenyl, R2=Ethyl) (3.03 g, 8.09 mmol) in toluene (75 mL) containing 20% Pd(OH)2 on carbon (0.290 g, 0.413 mmol) was evacuated and placed under hydrogen. The reaction was shaken under about 55 psi of hydrogen for about 12 h then at about 55° C. for about 6 h. The catalyst was removed by filtration through Celite® and the filtrate was concentrated under reduced pr... Reported procedure: According to General Procedure E, [(9H-fluoren-9-yl)methyl 2-(piperidin-4-yl)propan-2-ylcarbamate (0.0923 g, 0.253 mmol) and N,N-diisopropylethylamine (0.265 mL, 0.00152 mol) were mixed in THF (0.7 mL, 0.008 mol) and Methanol (0.7 mL, 0.02 mol) at room temperature, and 4-(8-(bromomethyl)-9-methyl-2-(2-methyl-1H-benzo[d]imidazol-1-yl)-9H-purin-6-yl)morpholine (0.112 g, 0.253 mmol) was added. The reaction was stirred overnight. The reaction mixture was concentrated to dryness. The crude residue wa... Starting materials: N1CCC(CC1)C(C)(C)NC(OCC1C2=CC=CC=C2C=2C=CC=CC12)=O ((9H-fluoren-9-yl)methyl 2-(piperidin-4-yl)propan-2-ylcarbamate), C(C)(C)N(C(C)C)CC (N,N-diisopropylethylamine), C1CCOC1 (THF), CO (Methanol), BrCC=1N(C2=NC(=NC(=C2N1)N1CCOCC1)N1C(=NC2=C1C=CC=C2)C)C (4-(8-(bromomethyl)-9-methyl-2-(2-methyl-1H-benzo[d]imidazol-1-yl)-9H-purin-6-yl)morpholine). Reaction conditions: time 8 hour. The yield is 35.7%. Reaction SMILES: [NH:1]1[CH2:6][CH2:5][CH:4]([C:7]([NH:10]C(=O)OCC2C3C=CC=CC=3C3C2=CC=CC=3)([CH3:9])[CH3:8])[CH2:3][CH2:2]1.C(N(CC)C(C)C)(C)C.C1COCC1.CO.Br[CH2:45][C:46]1[N:47]([CH3:71])[C:48]2[C:53]([N:54]=1)=[C:52]([N:55]1[CH2:60][CH2:59][O:58][CH2:57][CH2:56]1)[N:51]=[C:50]([N:61]1[C:65]3[CH:66]=[CH:67][CH:68]=[CH:69][C:64]=3[N:63]=[C:62]1[CH3:70])[N:49]=2>>[CH3:71][N:47]1[C:46]([CH2:45][N:1]2[CH2:2][CH2:3][CH:4]([C:7]([NH2:10])([CH3:8])[CH3:9])[CH2:5][CH2:6]2)=[N:54][C:53]2[C:48]1=[N:49][C:50]([N:61]1[C:65]3[CH:66]=[CH:67][CH:68]=[CH:69][C:64]=3[N:63]=[C:62]1[CH3:70])=[N:51][C:52]=2[N:55]1[CH2:56][CH2:57][O:58][CH2:59][CH2:60]1. Product: CN1C2=NC(=NC(=C2N=C1CN1CCC(CC1)C(C)(C)N)N1CCOCC1)N1C(=NC2=C1C=CC=C2)C (2-(1-((9-methyl-2-(2-methyl-1H-benzo[d]imidazol-1-yl)-6-morpholino-9H-purin-8-yl)methyl)piperidin-4-yl)propan-2-amine). Product: C(CCNC(=S)NCCCOC1=CC(=CC=C1)CN(C)C)NC(=S)NCCCOC1=CC(=CC=C1)CN(C)C (N,N"-1,3-Propanediylbis-[N'-[3-[3-[(dimethylamino) methyl]phenoxy]propyl]thiourea]). As a reaction SMILES: [N:1]([CH2:4][CH2:5][CH2:6][O:7][C:8]1[CH:9]=[C:10]([CH2:14][N:15]([CH3:17])[CH3:16])[CH:11]=[CH:12][CH:13]=1)=[C:2]=[S:3].[NH2:18][CH2:19][CH2:20][CH2:21][NH2:22]>C(#N)C>[CH2:21]([NH:22][C:2]([NH:1][CH2:4][CH2:5][CH2:6][O:7][C:8]1[CH:13]=[CH:12][CH:11]=[C:10]([CH2:14][N:15]([CH3:16])[CH3:17])[CH:9]=1)=[S:3])[CH2:20][CH2:19][NH:18][C:2]([NH:1][CH2:4][CH2:5][CH2:6][O:7][C:8]1[CH:13]=[CH:12][CH:11]=[C:10]([CH2:14][N:15]([CH3:16])[CH3:17])[CH:9]=1)=[S:3]. The reactants are N(=C=S)CCCOC=1C=C(C=CC1)CN(C)C (3-(3-isothiocyanatopropoxy)-N,N-dimethylbenzenemethanamine), NCCCN (1,3-diaminopropane). Conditions: time 24 hour. Reported procedure: A mixture of 3-(3-isothiocyanatopropoxy)-N,N-dimethylbenzenemethanamine (2.24 g) and 1,3-diaminopropane (0.42 g) in acetonitrile (50 ml) was stirred at room temperature for 24 hours. The solvent was evaporated in vacuo and the oily residue chromatographed (silica/methanol) to yield the title compound (0.46 g) as a gum. The solvent is C(C)#N (acetonitrile). Isolated yield 17.9%. Starting materials: Cc1nc2sc3ccccc3n2c(=O)c1-c1ccc(C(F)(F)F)cc1, CC[O-], CCO, COc1cccc(C=O)c1OCC1CC1, [Na+]. Product: COc1cccc(C=Cc2nc3sc4ccccc4n3c(=O)c2-c2ccc(C(F)(F)F)cc2)c1OCC1CC1. As a reaction SMILES: [CH3:1][c:2]1[n:3][c:4]2[s:5][c:6]3[c:7]([n:8]2[c:9](=[O:21])[c:10]1-[c:11]1[cH:12][cH:13][c:14]([C:17]([F:18])([F:19])[F:20])[cH:15][cH:16]1)[cH:22][cH:23][cH:24][cH:25]3.[CH3:42][CH2:43][O-:44].[CH3:45][CH2:46][OH:47].[CH:26]1([CH2:29][O:30][c:31]2[c:32]([CH:33]=[O:34])[cH:35][cH:36][cH:37][c:38]2[O:39][CH3:40])[CH2:27][CH2:28]1.[Na+:41]>>[CH:1]([c:2]1[n:3][c:4]2[s:5][c:6]3[c:7]([n:8]2[c:9](=[O:21])[c:10]1-[c:11]1[cH:12][cH:13][c:14]([C:17]([F:18])([F:19])[F:20])[cH:15][cH:16]1)[cH:22][cH:23][cH:24][cH:25]3)=[CH:33][c:32]1[c:31]([O:30][CH2:29][CH:26]2[CH2:27][CH2:28]2)[c:38]([O:39][CH3:40])[cH:37][cH:36][cH:35]1. Starting materials: C(C)OC(C(C(=O)OCC)CC[C@H](CCCCCC)F)=O ((S)-2-(3-fluorononyl)malonic diethyl ester), Cl (HCl), Cl.C(CCCCCCCCC)C1=CC=C(C(=N)N)C=C1 (4-decylbenzamidine hydrochloride), metal, [Na] (sodium). The solvent is CO (methanol), CO (methanol), CO (methanol), CO (methanol). Conditions: time 20 minute. Product: OC1=NC(=NC(=C1CC[C@H](CCCCCC)F)O)C1=CC=C(C=C1)CCCCCCCCCC ((S)-4,6-dihydroxy-5-(3-fluorononyl)-2-(4-decylphenyl)pyrimidine). The yield is 55.1%. RXN SMILES: [Na].Cl.[CH2:3]([C:13]1[CH:21]=[CH:20][C:16]([C:17]([NH2:19])=[NH:18])=[CH:15][CH:14]=1)[CH2:4][CH2:5][CH2:6][CH2:7][CH2:8][CH2:9][CH2:10][CH2:11][CH3:12].C([O:24][C:25](=O)[CH:26]([CH2:32][CH2:33][C@@H:34]([F:41])[CH2:35][CH2:36][CH2:37][CH2:38][CH2:39][CH3:40])[C:27](OCC)=[O:28])C.Cl>CO>[OH:24][C:25]1[C:26]([CH2:32][CH2:33][C@@H:34]([F:41])[CH2:35][CH2:36][CH2:37][CH2:38][CH2:39][CH3:40])=[C:27]([OH:28])[N:19]=[C:17]([C:16]2[CH:15]=[CH:14][C:13]([CH2:3][CH2:4][CH2:5][CH2:6][CH2:7][CH2:8][CH2:9][CH2:10][CH2:11][CH3:12])=[CH:21][CH:20]=2)[N:18]=1 |f:1.2,^1:0|. Procedure details: Under nitrogen atmosphere, 3 ml of dry methanol was placed in a two-necked round-bottomed flask. To the methanol, 113 mg (4.92 mM) of metal sodium was added and dissolved therein. To the solution, 584 mg (1.97 mM) of 4-decylbenzamidine hydrochloride was added and stirred for 20 minutes. To the mixture, a solution of 500 mg (1.64 mM) of (S)-2-(3-fluorononyl)malonic diethyl ester in 1 ml of dry methanol was added, followed by stirring for 16 hours at room temperature and distilling-off of methanol... Reactants: [BH3-]C#N, C=O, C1CCOC1, CO, COc1ccc2c(c1)C=C(C(=O)N1CC34CNCC3(COC4)C1)Cn1c-2c(C2CCCCC2)c2ccc(C(=O)NS(=O)(=O)C3CC3)cc21, [Na+]. The product is COc1ccc2c(c1)C=C(C(=O)N1CC34COCC3(CN(C)C4)C1)Cn1c-2c(C2CCCCC2)c2ccc(C(=O)NS(=O)(=O)C3CC3)cc21. As a reaction SMILES: [C:1]([BH3-:2])#[N:3].[CH2:58]=[O:59].[CH2:5]1[O:6][CH2:7][CH2:8][CH2:9]1.[CH3:60][OH:61].[CH:10]1([c:16]2[c:17]3[cH:18][cH:19][c:20]([C:49](=[O:50])[NH:51][S:52](=[O:53])(=[O:54])[CH:55]4[CH2:56][CH2:57]4)[cH:21][c:22]3[n:23]3[c:24]2-[c:25]2[c:26]([cH:43][c:44]([O:47][CH3:48])[cH:45][cH:46]2)[CH:27]=[C:28]([C:30](=[O:31])[N:32]2[CH2:33][C:34]45[CH2:35][O:36][CH2:37][C:38]4([CH2:39]2)[CH2:40][NH:41][CH2:42]5)[CH2:29]3)[CH2:11][CH2:12][CH2:13][CH2:14][CH2:15]1.[Na+:4]>>[CH3:1][N:41]1[CH2:40][C:38]23[C:34]([CH2:33][N:32]([C:30]([C:28]4=[CH:27][c:26]5[c:25]([cH:46][cH:45][c:44]([O:47][CH3:48])[cH:43]5)-[c:24]5[c:16]([CH:10]6[CH2:11][CH2:12][CH2:13][CH2:14][CH2:15]6)[c:17]6[cH:18][cH:19][c:20]([C:49](=[O:50])[NH:51][S:52](=[O:53])(=[O:54])[CH:55]7[CH2:56][CH2:57]7)[cH:21][c:22]6[n:23]5[CH2:29]4)=[O:31])[CH2:39]2)([CH2:35][O:36][CH2:37]3)[CH2:42]1. Starting materials: C(C)(C)(C)NS(=O)(=O)C1=CC=C(C=C1)CC(C)C (N-tert-Butyl-4-iso-butylbenzenesulfonamide), [Li]CCCC (n-BuLi), C1CCOC1 (THF), C(C)(C)OB(OC(C)C)OC(C)C (tri-iso-propylborate). Reaction conditions: temperature -40 celsius, time 2 hour. Yields the product C(C(C)C)C1=C(C(=CC=C1)S(=O)(=O)NC(C)(C)C)B(O)O (4-iso-Butyl-2-(N-tert-butylaminosulfonyl)benzene-3-boronic acid). Reaction SMILES: [C:1]([NH:5][S:6]([C:9]1[CH:14]=[CH:13][C:12](CC(C)C)=[CH:11][CH:10]=1)(=[O:8])=[O:7])([CH3:4])([CH3:3])[CH3:2].[Li]C[CH2:21][CH2:22][CH3:23].C([O:27][B:28](OC(C)C)[O:29]C(C)C)(C)C.[CH2:37]1COCC1>>[CH2:37]([C:13]1[CH:12]=[CH:11][CH:10]=[C:9]([S:6]([NH:5][C:1]([CH3:2])([CH3:3])[CH3:4])(=[O:7])=[O:8])[C:14]=1[B:28]([OH:29])[OH:27])[CH:22]([CH3:21])[CH3:23]. Reported procedure: To a solution of N-tert-butyl-4-iso-butyl-benzenesulfonamide (2.69 g, 10 mmol, see step (a)) in THF (50 mL), n-BuLi (15.6 mL, 1.6M, 25 mmol) was added dropwise at −78° C. under an atmosphere of N2 (g). The temperature was allowed to rise gradually to 0° C. over 2 h and was then kept at that temperature for 30 min. The reaction mixture was then cooled to −40° C. and tri-iso-propylborate (4.6 mL, 20 mmol) was added. The reaction mixture was stirred overnight at ambient temperature and was quenched... Starting materials: ICCC(C)C (1-iodo-3-methylbutane), CN(C=O)C (dimethylformamide), [H-].[Na+] (Sodium hydride), C12C(NC(C2C1)=O)=O (3-azabicyclo[3.1.0]hexane-2,4-dione). The solvent is O1CCCC1 (tetrahydrofuran), ClCCl (dichloromethane). Run at time 5 minute. The product is CC(CCN1C(C2CC2C1=O)=O)C (3-(3-Methylbut-1 -y)-3-azabicyclo[3.1 .0]hexane-2,4-dione). As a reaction SMILES: [H-].[Na+].[CH:3]12[CH2:8][CH:7]1[C:6](=[O:9])[NH:5][C:4]2=[O:10].I[CH2:12][CH2:13][CH:14]([CH3:16])[CH3:15].CN(C)C=O>O1CCCC1.ClCCl>[CH3:15][CH:14]([CH3:16])[CH2:13][CH2:12][N:5]1[C:6](=[O:9])[CH:7]2[CH:3]([CH2:8]2)[C:4]1=[O:10] |f:0.1|. Procedure details: Sodium hydride (0.11 g) was added to a solution of 3-azabicyclo[3.1.0]hexane-2,4-dione (0.3 g) in dry tetrahydrofuran (10 ml) under a nitrogen atmosphere at room temperature. The suspension was stirred for 5 minutes and 1-iodo-3-methylbutane (0.53 g) was then added in one portion to the reaction mixture. After stirring for two hours at room temperature, dimethylformamide (5 ml) was added and the reaction mixture was stirred for a further 16 hours at room temperature. The reaction mixture was dil... Reactants: CO, O=C(NCC(=O)N1CCC(Oc2ccccc2Cl)CC1)c1cc(-c2ccccc2OCc2ccccc2)[nH]n1, [H][H]. Yields the product O=C(NCC(=O)N1CCC(Oc2ccccc2Cl)CC1)c1cc(-c2ccccc2O)[nH]n1. As a reaction SMILES: [CH3:42][OH:43].[Cl:1][c:2]1[c:3]([O:4][CH:5]2[CH2:6][CH2:7][N:8]([C:11]([CH2:12][NH:13][C:14](=[O:15])[c:16]3[n:17][nH:18][c:19](-[c:21]4[c:22]([O:27][CH2:28][c:29]5[cH:30][cH:31][cH:32][cH:33][cH:34]5)[cH:23][cH:24][cH:25][cH:26]4)[cH:20]3)=[O:35])[CH2:9][CH2:10]2)[cH:36][cH:37][cH:38][cH:39]1.[H:40][H:41]>>[Cl:1][c:2]1[c:3]([O:4][CH:5]2[CH2:6][CH2:7][N:8]([C:11]([CH2:12][NH:13][C:14](=[O:15])[c:16]3[n:17][nH:18][c:19](-[c:21]4[c:22]([OH:27])[cH:23][cH:24][cH:25][cH:26]4)[cH:20]3)=[O:35])[CH2:9][CH2:10]2)[cH:36][cH:37][cH:38][cH:39]1.